Dataset: the Open Reaction Database (ORD), a public repository of structured organic reaction records. Task: describe an organic reaction: reactants, conditions, products, and yield The reactants are CC1CN(CCCCC(C#N)c2ccc(Cl)cc2)CC(C)O1, ClCn1cncn1, [H-], [Na+], CN(C)C=O. The product is CC1CN(CCCCC(C#N)(Cn2cncn2)c2ccc(Cl)cc2)CC(C)O1. Reaction SMILES: [Cl:1][c:2]1[cH:3][cH:4][c:5]([CH:8]([C:9]#[N:10])[CH2:11][CH2:12][CH2:13][CH2:14][N:15]2[CH2:16][CH:17]([CH3:22])[O:18][CH:19]([CH3:21])[CH2:20]2)[cH:6][cH:7]1.[Cl:25][CH2:26][n:27]1[n:28][cH:29][n:30][cH:31]1.[H-:23].[Na+:24].[O:32]=[CH:33][N:34]([CH3:35])[CH3:36]>>[Cl:1][c:2]1[cH:3][cH:4][c:5]([C:8]([C:9]#[N:10])([CH2:11][CH2:12][CH2:13][CH2:14][N:15]2[CH2:16][CH:17]([CH3:22])[O:18][CH:19]([CH3:21])[CH2:20]2)[CH2:26][n:27]2[n:28][cH:29][n:30][cH:31]2)[cH:6][cH:7]1. The reactants are NC1=CC=C(C=C1)C1=NN(C=C1C1=C2C(=NC=C1)NC(=C2)C2=CC(=CC=C2)CN2CCOCC2)CC (4-[3-(4-aminophenyl)-1-ethyl-1H-pyrazol-4-yl]-2-[3-(N-morpholinylmethyl)phenyl]-1H-pyrrolo[2,3-b]pyridine), C(C)N=C=O (ethyl isocyanate). Yields the product CCNC(=O)NC1=CC=C(C=C1)C2=NN(C=C2C3=C4C=C(NC4=NC=C3)C5=CC(=CC=C5)CN6CCOCC6)CC (4-[3-(4-N-ethylcarbamylaminophenyl)-1-ethyl-1H-pyrazol-4-yl]-2-[3-(N-morpholinylmethyl)phenyl]-1H-pyrrolo[2,3-b]pyridine). Reaction SMILES: [NH2:1][C:2]1[CH:7]=[CH:6][C:5]([C:8]2[C:12]([C:13]3[CH:18]=[CH:17][N:16]=[C:15]4[NH:19][C:20]([C:22]5[CH:27]=[CH:26][CH:25]=[C:24]([CH2:28][N:29]6[CH2:34][CH2:33][O:32][CH2:31][CH2:30]6)[CH:23]=5)=[CH:21][C:14]=34)=[CH:11][N:10]([CH2:35][CH3:36])[N:9]=2)=[CH:4][CH:3]=1.[CH2:37]([N:39]=[C:40]=[O:41])[CH3:38]>>[CH3:38][CH2:37][NH:39][C:40]([NH:1][C:2]1[CH:3]=[CH:4][C:5]([C:8]2[C:12]([C:13]3[CH:18]=[CH:17][N:16]=[C:15]4[C:14]=3[CH:21]=[C:20]([C:22]3[CH:27]=[CH:26][CH:25]=[C:24]([CH2:28][N:29]5[CH2:30][CH2:31][O:32][CH2:33][CH2:34]5)[CH:23]=3)[NH:19]4)=[CH:11][N:10]([CH2:35][CH3:36])[N:9]=2)=[CH:6][CH:7]=1)=[O:41]. Procedure: Following the procedure described in Example 48 using 4-[3-(4-aminophenyl)-1-ethyl-1H-pyrazol-4-yl]-2-[3-(N-morpholinylmethyl)phenyl]-1H-pyrrolo[2,3-b]pyridine and ethyl isocyanate provided the title compound. ESMS (M+H)+: 550.6 Starting materials: [Li]CCCC (n-BuLi), BrC=1C=C2C(CCOC2=C(C1)Cl)(C)C (6-Bromo-8-chloro-4,4-dimethyl-3,4-dihydro-2H-chromene), CN(C)C=O (DMF). Run in C1CCOC1 (THF). Reaction conditions: temperature -78 celsius, time 10 minute. Yields the product ClC=1C=C(C=C2C(CCOC12)(C)C)C=O (8-chloro-4,4-dimethyl-3,4-dihydro-2H-chromene-6-carbaldehyde). As a reaction SMILES: Br[C:2]1[CH:3]=[C:4]2[C:9](=[C:10]([Cl:12])[CH:11]=1)[O:8][CH2:7][CH2:6][C:5]2([CH3:14])[CH3:13].[Li]CCCC.CN([CH:23]=[O:24])C>C1COCC1>[Cl:12][C:10]1[CH:11]=[C:2]([CH:23]=[O:24])[CH:3]=[C:4]2[C:9]=1[O:8][CH2:7][CH2:6][C:5]2([CH3:14])[CH3:13]. Reported procedure: 6-Bromo-8-chloro-4,4-dimethyl-3,4-dihydro-2H-chromene (483 mg, 1.75 mmol) in THF (12.0 mL) under N2 atmosphere was cooled to −78° C., and n-BuLi (841 μL, 2.10 mmol) was added dropwise via a syringe. The reaction mixture was stirred at −78° C. for 10 minutes and then DMF (543 μL, 7.01 mmol) was added dropwise via a syringe. The resulting mixture was allowed to warm to room temperature and wet silica gel (5.0 g/0.5 mL of water) was added. The mixture was allowed to stir at room temperature for 10 ... The reactants are O1C2CC3=C(C=CC(=C3CC21)OC)OC (2,3-epoxy-5,8-dimethoxy-1,2,3,4-tetrahydronaphthalene), C1(=C(C=CC=C1)C1NCCNC1)C (o-tolylpiperazine), C(C)O (ethanol), C=1(C(=CC=CC1)C)C (xylene). Product: COC1=C2C[C@H]([C@@H](CC2=C(C=C1)OC)O)N1CCN(CC1)C1=C(C=CC=C1)C (trans-1,2,3,4-Tetrahydro-5,8-dimethoxy-3-[4-(2-methylphenyl)-1-piperazinyl]-2-naphthalenol). RXN SMILES: [O:1]1[CH:11]2[CH:2]1[CH2:3][C:4]1[C:9]([CH2:10]2)=[C:8]([O:12][CH3:13])[CH:7]=[CH:6][C:5]=1[O:14][CH3:15].C1(C)C=CC=CC=1[CH:22]1[CH2:27][NH:26][CH2:25][CH2:24][NH:23]1.C(O)C.[C:32]1(C)[C:33]([CH3:38])=[CH:34][CH:35]=[CH:36][CH:37]=1>>[CH3:15][O:14][C:5]1[CH:6]=[CH:7][C:8]([O:12][CH3:13])=[C:9]2[C:4]=1[CH2:3][C@@H:2]([N:23]1[CH2:24][CH2:25][N:26]([C:32]3[CH:37]=[CH:36][CH:35]=[CH:34][C:33]=3[CH3:38])[CH2:27][CH2:22]1)[C@H:11]([OH:1])[CH2:10]2. Procedure: A solution of 10.3 g of 2,3-epoxy-5,8-dimethoxy-1,2,3,4-tetrahydronaphthalene, 8.8 g of o-tolylpiperazine, and 2 ml of absolute ethanol in 100 ml of xylene is refluxed for 4 days. The reaction mixture is cooled to room temperature, and the resulting crystalline solid filtered off and washed with ether to give 15.2 g of crude product. Recrystallization from ethanol/methanol gives 4 g of the title compound, melting point 217°-219° C. Reactants: C(C)OCCO (ethylene glycol monoethyl ether), C(C)(=O)NC1=C(C=C(C=C1)Cl)I (2-acetylamino-5-chloroiodobenzene), C(C)(=O)[O-].[K+] (potassium acetate), C(C=C)(=O)OC (methyl acrylate). Reagents/catalysts: C(C)(=O)[O-].[Pd+2].C(C)(=O)[O-] (palladium acetate), C1(=CC=CC=C1)P(C1=CC=CC=C1)C1=CC=CC=C1 (triphenylphosphine). Solvent: O (water). Reaction conditions: temperature 50 celsius. The product is C(C)(=O)NC1=C(C=CC(=O)OC)C=C(C=C1)Cl (methyl 2-acetylamino-5-chlorocinnamate). Yield: 74.1%. As a reaction SMILES: C(OCCO)C.[C:7]([NH:10][C:11]1[CH:16]=[CH:15][C:14]([Cl:17])=[CH:13][C:12]=1I)(=[O:9])[CH3:8].C([O-])(=O)C.[K+].[C:24]([O:28][CH3:29])(=[O:27])[CH:25]=[CH2:26]>C([O-])(=O)C.[Pd+2].C([O-])(=O)C.C1(P(C2C=CC=CC=2)C2C=CC=CC=2)C=CC=CC=1.O>[C:7]([NH:10][C:11]1[CH:16]=[CH:15][C:14]([Cl:17])=[CH:13][C:12]=1[CH:26]=[CH:25][C:24]([O:28][CH3:29])=[O:27])(=[O:9])[CH3:8] |f:2.3,5.6.7|. Procedure details: To 100 ml of ethylene glycol monoethyl ether were added 10 g of 2-acetylamino-5-chloroiodobenzene, 3.96 g of anhydrous potassium acetate, 2.84 g of methyl acrylate, 5.8 mg of palladium acetate and 17.4 mg of triphenylphosphine. The resulting mixture was allowed to react at 130° C. for 8 hours under the stream of a nitrogen gas. The reaction solution was cooled to 50° C. and poured into 300 ml of water, and then a large amount of white crystal precipitated. This crystal was filtered off, washed w... Reactants: N[C@H](C(C)(C)S)C(=O)O (D-penicillamine), C1(=CC=CC=C1)CC=O (phenyl acetaldehyde). Run in O (water). Run at time 30 minute. Yields the product CC1([C@@H](NC(S1)CC1=CC=CC=C1)C(=O)O)C ((4S)-5,5-Dimethyl-2-(phenylmethyl)-4-thiazolidinecarboxylic acid). As a reaction SMILES: [NH2:1][C@@H:2]([C:7]([OH:9])=[O:8])[C:3]([SH:6])([CH3:5])[CH3:4].[C:10]1([CH2:16][CH:17]=O)[CH:15]=[CH:14][CH:13]=[CH:12][CH:11]=1>O>[CH3:4][C:3]1([CH3:5])[S:6][CH:17]([CH2:16][C:10]2[CH:15]=[CH:14][CH:13]=[CH:12][CH:11]=2)[NH:1][C@H:2]1[C:7]([OH:9])=[O:8]. Procedure details: A 250 mL flask was charged with 20 mL of water and 2.0 g (13.4 mmol) of D-penicillamine. To the resulting colorless solution was added 1.6 g (13.3 mmol) of phenyl acetaldehyde dropwise over 2 minutes. The suspension obtained was stirred vigorously for 30 minutes and allowed to stand at room temperature overnight. The solids were collected by suction filtration to yield the crude title thiazolidine which was carried on without further purification. The reactants are [BH4-].[Na+] (sodium borohydride), S1C(=CC=C1)C=1C=C2CCC(C2=CC1)=O (5-(2-thienyl)-2,3-dihydro-1H-inden-1-one). The solvent is CO (methanol), CO (methanol), C(C)(=O)OCC (ethyl acetate). Product: S1C(=CC=C1)C=1C=C2CCC(C2=CC1)O (5-(2-thienyl)-2,3-dihydro-1H-inden-1-ol). The yield is 59.3%. As a reaction SMILES: [BH4-].[Na+].[S:3]1[CH:7]=[CH:6][CH:5]=[C:4]1[C:8]1[CH:9]=[C:10]2[C:14](=[CH:15][CH:16]=1)[C:13](=[O:17])[CH2:12][CH2:11]2>CO.C(OCC)(=O)C>[S:3]1[CH:7]=[CH:6][CH:5]=[C:4]1[C:8]1[CH:9]=[C:10]2[C:14](=[CH:15][CH:16]=1)[CH:13]([OH:17])[CH2:12][CH2:11]2 |f:0.1|. Procedure: To a slurry of sodium borohydride (0.22 g, 5.86 mmol) in methanol (6mL) at 0° C. was added a solution of 5-(2-thienyl)-2,3-dihydro-1H-inden-1-one (0.50 g, 2.34 mmol ) in methanol (2 mL). The reaction was slowly warmed to room temperature and stirred until the reaction was completed as monitored by thin layer chromatography (4 h). The reaction mixture was carefully quenched with 1.0 N aqueous hydrochloric acid at 0° C. until a clear solution was obtained. Diluted with ethyl acetate (200 mL), wash...